From a dataset of the Open Reaction Database (ORD), a public repository of structured organic reaction records. describe an organic reaction: reactants, conditions, products, and yield Reactants: O=C1CCC(=O)N1Br, N#Cc1c(OCCc2ccccn2)nc(N)nc1-c1ccco1, CN(C)C=O. Product: N#Cc1c(OCCc2ccccn2)nc(N)nc1-c1ccc(Br)o1. As a reaction SMILES: [Br:24][N:25]1[C:26](=[O:27])[CH2:28][CH2:29][C:30]1=[O:31].[NH2:1][c:2]1[n:3][c:4]([O:15][CH2:16][CH2:17][c:18]2[n:19][cH:20][cH:21][cH:22][cH:23]2)[c:5]([C:13]#[N:14])[c:6](-[c:8]2[o:9][cH:10][cH:11][cH:12]2)[n:7]1.[O:32]=[CH:33][N:34]([CH3:35])[CH3:36]>>[NH2:1][c:2]1[n:3][c:4]([O:15][CH2:16][CH2:17][c:18]2[n:19][cH:20][cH:21][cH:22][cH:23]2)[c:5]([C:13]#[N:14])[c:6](-[c:8]2[o:9][c:10]([Br:24])[cH:11][cH:12]2)[n:7]1.